From a dataset of the Open Reaction Database (ORD), a public repository of structured organic reaction records. describe an organic reaction: reactants, conditions, products, and yield Reactants: C1CCOC1, CC(=O)O, CCCC=C(C)C(=O)N1C(=O)OC(c2ccccc2)C1c1ccccc1, [Cl-], [Cl-], [Li+], [NH4+], [NH4+], [OH-], O. Yields the product CCCC(C)C(C)C(=O)N1C(=O)OC(c2ccccc2)C1c1ccccc1. RXN SMILES: [CH2:33]1[O:34][CH2:35][CH2:36][CH2:37]1.[CH3:29][C:30](=[O:31])[OH:32].[CH3:3][C:4]([C:5](=[O:6])[N:7]1[C:8](=[O:24])[O:9][CH:10]([c:18]2[cH:19][cH:20][cH:21][cH:22][cH:23]2)[CH:11]1[c:12]1[cH:13][cH:14][cH:15][cH:16][cH:17]1)=[CH:25][CH2:26][CH2:27][CH3:28].[Cl-:1].[Cl-:40].[Li+:2].[NH4+:39].[NH4+:41].[OH-:38].[OH2:42]>>[CH3:3][CH:4]([C:5](=[O:6])[N:7]1[C:8](=[O:24])[O:9][CH:10]([c:18]2[cH:19][cH:20][cH:21][cH:22][cH:23]2)[CH:11]1[c:12]1[cH:13][cH:14][cH:15][cH:16][cH:17]1)[CH:25]([CH2:26][CH2:27][CH3:28])[CH3:29]. Product: ClC1=CC=NC2=CC(=CC=C12)C(F)(F)F (4-chloro-7-trifluoromethylquinoline). Reaction SMILES: O[C:2]1[C:11]2[C:6](=[CH:7][C:8]([C:12]([F:15])([F:14])[F:13])=[CH:9][CH:10]=2)[N:5]=[CH:4][CH:3]=1.[Cl:16]CCl>O=P(Cl)(Cl)Cl>[Cl:16][C:2]1[C:11]2[C:6](=[CH:7][C:8]([C:12]([F:15])([F:14])[F:13])=[CH:9][CH:10]=2)[N:5]=[CH:4][CH:3]=1. The reactants are OC1=CC=NC2=CC(=CC=C12)C(F)(F)F (4-hydroxy-7-trifluoromethylquinoline), ClCCl (dichloromethane). The solvent is O=P(Cl)(Cl)Cl (POCl3). Reported procedure: A solution of 4-hydroxy-7-trifluoromethylquinoline (1 g) in dichloromethane (10 mL) and POCl3 (1 mL) was refluxed for half an hour. Then the reaction mixture was quenched with water (80 mL) and sodium bicarbonate to pH 7. The aqueous solution was extracted with dichloromethane (2×60 mL). The organic layers were combined, dried, evaporated to give 4-chloro-7-trifluoromethylquinoline. LCMS: ret. time: 31.51 min.; purity: 100%; MS (m/e): 232 (MH+). Reactants: BrC(C(=O)OCC)F (Ethyl bromofluoroacetate), ClC1=CC=C(C=O)C=C1 (4-chlorobenzaldehyde), Cl (hydrochloric acid), resultant mixture, II (iodine). The reagents and catalysts are [Zn] (Zinc). The solvent is C1=CC=CC=C1 (benzene), C(C)(=O)OCC (ethyl acetate), O (Water), C1=CC=CC=C1 (benzene). Conditions: time 2.5 hour. Product: C(C)OC(C(C(O)C1=CC=C(C=C1)Cl)F)=O (3-(4-chlorophenyl)-2-fluoro-3-hydroxypropionic acid ethyl ester). Yield: 47.4%. RXN SMILES: [Cl:1][C:2]1[CH:9]=[CH:8][C:5]([CH:6]=[O:7])=[CH:4][CH:3]=1.II.Br[CH:13]([F:19])[C:14]([O:16][CH2:17][CH3:18])=[O:15].Cl>C1C=CC=CC=1.[Zn].C(OCC)(=O)C.O>[CH2:17]([O:16][C:14](=[O:15])[CH:13]([F:19])[CH:6]([C:5]1[CH:8]=[CH:9][C:2]([Cl:1])=[CH:3][CH:4]=1)[OH:7])[CH3:18]. Procedure: Zinc powder (1.96 g) was added to 4-chlorobenzaldehyde (141 mg) dissolved in benzene (20 mL), and a catalytic amount of iodine was added to the mixture while refluxing by heating. Ethyl bromofluoroacetate (185 mg) in benzene (2.5 mL) was added dropwise thereto, followed by stirring for 2.5 hours. The reaction mixture was cooled by ice, 1N hydrochloric acid (12.5 mL) was added thereto, and the resultant mixture was stirred at room temperature for 1.5 hours. Water and ethyl acetate were added ther... The reactants are CC(C)(C)[Si](C)(C)OC1CC(n2ccc3c(NC4CCc5ccccc54)ncnc32)CC1CC=O, CO. The product is CC(C)(C)[Si](C)(C)OC1CC(n2ccc3c(NC4CCc5ccccc54)ncnc32)CC1CCO. Reaction SMILES: [C:1]([CH3:2])([CH3:3])([CH3:4])[Si:5]([O:6][CH:7]1[CH:8]([CH2:31][CH:32]=[O:33])[CH2:9][CH:10]([n:12]2[cH:13][cH:14][c:15]3[c:16]2[n:17][cH:18][n:19][c:20]3[NH:21][CH:22]2[CH2:23][CH2:24][c:25]3[cH:26][cH:27][cH:28][cH:29][c:30]32)[CH2:11]1)([CH3:34])[CH3:35].[CH3:36][OH:37]>>[C:1]([CH3:2])([CH3:3])([CH3:4])[Si:5]([O:6][CH:7]1[CH:8]([CH2:31][CH2:32][OH:33])[CH2:9][CH:10]([n:12]2[cH:13][cH:14][c:15]3[c:16]2[n:17][cH:18][n:19][c:20]3[NH:21][CH:22]2[CH2:23][CH2:24][c:25]3[cH:26][cH:27][cH:28][cH:29][c:30]32)[CH2:11]1)([CH3:34])[CH3:35]. The reactants are C12(CCC(CC1)C2)PC21CCC(CC2)C1 (dinorbornyl phosphine), ClC1=CC=C(C=C1)C(F)(F)F (4-chlorobenzotrifluoride), C(CCC)OC(C=C)=O (acrylic acid butyl ester), C([O-])([O-])=O.[Na+].[Na+] (sodium carbonate). The reagents and catalysts are Cl[Pd]Cl (PdCl2), [Br-].C(CCC)[N+](CCCC)(CCCC)CCCC (tetrabutylammonium bromide). The solvent is CC(=O)N(C)C (DMA), CC(=O)N(C)C (DMA), CC(=O)N(C)C (DMA). Reaction conditions: temperature 130 celsius, time 10 hour. Yields the product C(CCC)OC(C=CC1=CC=C(C=C1)C(F)(F)F)=O (4-trifluoromethyl-cinnamic Acid Butyl Ester). Reaction SMILES: Cl[C:2]1[CH:7]=[CH:6][C:5]([C:8]([F:11])([F:10])[F:9])=[CH:4][CH:3]=1.[CH2:12]([O:16][C:17](=[O:20])[CH:18]=[CH2:19])[CH2:13][CH2:14][CH3:15].C(=O)([O-])[O-].[Na+].[Na+].C12(PC34CC(CC3)CC4)CC(CC1)CC2>[Br-].C([N+](CCCC)(CCCC)CCCC)CCC.CC(N(C)C)=O.Cl[Pd]Cl>[CH2:12]([O:16][C:17](=[O:20])[CH:18]=[CH:19][C:2]1[CH:7]=[CH:6][C:5]([C:8]([F:11])([F:10])[F:9])=[CH:4][CH:3]=1)[CH2:13][CH2:14][CH3:15] |f:2.3.4,6.7|. Procedure: 4-chlorobenzotrifluoride (0.71 g, 5 mmols), acrylic acid butyl ester (0.97 g, 7.6 mmols), sodium carbonate (0.81 g, 7.6 mmols), tetrabutylammonium bromide (161 mg, 0.5 mmol) and 4 ml DMA are placed under argon in a reaction flask and heated to 130° C. Afterwards, 22 mg of dinorbornyl phosphine in 1 ml of DMA and 0.2 ml of a 0.25 M PdCl2 solution in DMA are dispensed in after one another. The reaction mixture is stirred for 10 hours at 130° C. and then cooled. The yield determined in the reaction...